Dataset: the Open Reaction Database (ORD), a public repository of structured organic reaction records. Task: describe an organic reaction: reactants, conditions, products, and yield Reactants: INTERMEDIATE 24, C1(=CC=CC=C1)SC[C@@H](CC(=O)O)NC1=C(C=C(C=C1)S(N)(=O)=O)S(=O)(=O)C(F)(F)F ((R)-4-(phenylthio)-3-(4-sulfamoyl-2-(trifluoromethylsulfonyl)phenylamino) butanoic acid), C1(=CC=CC=C1)SC[C@@H](CC(=O)O)NC1=C(C=C(C=C1)S(N)(=O)=O)S(=O)(=O)C(F)(F)F ((R)-4-(phenylthio)-3-(4-sulfamoyl-2-(trifluoromethylsulfonyl)phenylamino) butanoic acid), [Si](C1=CC=CC=C1)(C1=CC=CC=C1)(C(C)(C)C)OCCNC (2-(tert-butyldiphenylsilyloxy)-N-methylethanamine), [Si](C1=CC=CC=C1)(C1=CC=CC=C1)(C(C)(C)C)OCCNC (2-(tert-butyldiphenylsilyloxy)-N-methylethanamine). Product: [Si](C1=CC=CC=C1)(C1=CC=CC=C1)(C(C)(C)C)OCCN(C(C[C@H](CSC1=CC=CC=C1)NC1=C(C=C(C=C1)S(N)(=O)=O)S(=O)(=O)C(F)(F)F)=O)C ((R)—N-(2-(tert-butyldiphenylsilyloxy)ethyl)-N-methyl-4-(phenylthio)-3-(4-sulfamoyl-2-(trifluoromethylsulfonyl)phenylamino)butanamide). Isolated yield 92.9%. As a reaction SMILES: [C:1]1([S:7][CH2:8][C@H:9]([NH:14][C:15]2[CH:20]=[CH:19][C:18]([S:21](=[O:24])(=[O:23])[NH2:22])=[CH:17][C:16]=2[S:25]([C:28]([F:31])([F:30])[F:29])(=[O:27])=[O:26])[CH2:10][C:11]([OH:13])=O)[CH:6]=[CH:5][CH:4]=[CH:3][CH:2]=1.[Si:32]([O:49][CH2:50][CH2:51][NH:52][CH3:53])([C:45]([CH3:48])([CH3:47])[CH3:46])([C:39]1[CH:44]=[CH:43][CH:42]=[CH:41][CH:40]=1)[C:33]1[CH:38]=[CH:37][CH:36]=[CH:35][CH:34]=1>>[Si:32]([O:49][CH2:50][CH2:51][N:52]([CH3:53])[C:11](=[O:13])[CH2:10][C@@H:9]([NH:14][C:15]1[CH:20]=[CH:19][C:18]([S:21](=[O:24])(=[O:23])[NH2:22])=[CH:17][C:16]=1[S:25]([C:28]([F:29])([F:30])[F:31])(=[O:26])=[O:27])[CH2:8][S:7][C:1]1[CH:2]=[CH:3][CH:4]=[CH:5][CH:6]=1)([C:45]([CH3:47])([CH3:48])[CH3:46])([C:39]1[CH:40]=[CH:41][CH:42]=[CH:43][CH:44]=1)[C:33]1[CH:34]=[CH:35][CH:36]=[CH:37][CH:38]=1. Procedure details: The title product (590 mg, yield: 93%) was prepared using a procedure similar to the one described for the synthesis of INTERMEDIATE 24 utilizing (R)-4-(phenylthio)-3-(4-sulfamoyl-2-(trifluoromethylsulfonyl)phenylamino)butanoic acid (INTERMEDIATE 8, 400 mg, 0.8 mmol) and 2-(tert-butyldiphenylsilyloxy)-N-methylethanamine (INTERMEDIATE 26, 251 mg, 0.8 mmol) as starting materials. The title product was purified by column chromatography (ISCO, 12 g silica gel column, eluting with 0→100% EtOAc/hexane... Reactants: COC(=O)C(Cc1ccccc1)NCCCO, COc1ccc(P(=O)(Cl)Cl)cc1. Product: COC(=O)C(Cc1ccccc1)N1CCCOP1(=O)c1ccc(OC)cc1. As a reaction SMILES: [CH3:13][O:14][C:15]([CH:16]([NH:17][CH2:18][CH2:19][CH2:20][OH:21])[CH2:22][c:23]1[cH:24][cH:25][cH:26][cH:27][cH:28]1)=[O:29].[CH3:1][O:2][c:3]1[cH:4][cH:5][c:6]([P:9](=[O:10])([Cl:11])[Cl:12])[cH:7][cH:8]1>>[CH3:1][O:2][c:3]1[cH:4][cH:5][c:6]([P:9]2(=[O:10])[N:17]([CH:16]([C:15]([O:14][CH3:13])=[O:29])[CH2:22][c:23]3[cH:24][cH:25][cH:26][cH:27][cH:28]3)[CH2:18][CH2:19][CH2:20][O:21]2)[cH:7][cH:8]1. Reactants: [OH-].[Na+] (sodium hydroxide), FC1=CN(C=2N=CC=C(C21)NC2=C(C=C(C=C2)[N+](=O)[O-])F)S(=O)(=O)C2=CC=C(C=C2)C (3-fluoro-N-(2-fluoro-4-nitrophenyl)-1-[(4-methylphenyl)-sulfonyl]-1H-pyrrolo[2,3-b]pyridine-4-amine), O (water), C(C)(=O)OCC (ethyl acetate). Solvent: C(C)O (ethanol). Run at time 8 hour. Yields the product FC1=CNC=2N=CC=C(C21)NC2=C(C=C(C=C2)[N+](=O)[O-])F (3-Fluoro-N-(2-fluoro-4-nitrophenyl)-1H-pyrrolo[2,3-b]pyridine-4-amine). As a reaction SMILES: [OH-].[Na+].[F:3][C:4]1[C:12]2[C:11]([NH:13][C:14]3[CH:19]=[CH:18][C:17]([N+:20]([O-:22])=[O:21])=[CH:16][C:15]=3[F:23])=[CH:10][CH:9]=[N:8][C:7]=2[N:6](S(C2C=CC(C)=CC=2)(=O)=O)[CH:5]=1.O.C(OCC)(=O)C>C(O)C>[F:3][C:4]1[C:12]2[C:11]([NH:13][C:14]3[CH:19]=[CH:18][C:17]([N+:20]([O-:22])=[O:21])=[CH:16][C:15]=3[F:23])=[CH:10][CH:9]=[N:8][C:7]=2[NH:6][CH:5]=1 |f:0.1|. Procedure: 0.4 ml of a 20% strength aqueous sodium hydroxide solution is added to a solution of 80 mg (0.18 mmol) of 3-fluoro-N-(2-fluoro-4-nitrophenyl)-1-[(4-methylphenyl)-sulfonyl]-1H-pyrrolo[2,3-b]pyridine-4-amine in 5 ml of ethanol, and the mixture is stirred overnight. The reaction solution is then poured into a mixture of water and ethyl acetate, and the aqueous phase is extracted two more times with ethyl acetate. Purification by preparative HPLC gives the target compound. The reactants are ClC=1C=C(C=CC1S(=O)(=O)C)[C@H](C(=O)O)CC1CCCC1 (2(R)-(3-chloro-4-methanesulfonyl-phenyl)-3-cyclopentyl-propionic acid), NC1=NC=C(N=C1)Br (2-amino-5-bromopyrazine), C1(=CC=CC=C1)P(C1=CC=CC=C1)C1=CC=CC=C1 (triphenylphosphine), BrN1C(CCC1=O)=O (N-bromosuccinimide), N1=CC=CC=C1 (pyridine). The solvent is C(Cl)Cl (methylene chloride), C(Cl)Cl (methylene chloride). Reaction conditions: temperature 25 celsius, time 15 minute. The product is ethyl acetate hexanes, BrC=1N=CC(=NC1)NC([C@H](CC1CCCC1)C1=CC(=C(C=C1)S(=O)(=O)C)Cl)=O (N-(5-bromo-pyrazin-2-yl)-2(R)-(3-chloro-4-methanesulfonyl-phenyl)-3-cyclopentyl-propionamide). The yield is 75.7%. As a reaction SMILES: C1(P(C2C=CC=CC=2)C2C=CC=CC=2)C=CC=CC=1.BrN1C(=O)CCC1=O.[Cl:28][C:29]1[CH:30]=[C:31]([C@@H:39]([CH2:43][CH:44]2[CH2:48][CH2:47][CH2:46][CH2:45]2)[C:40]([OH:42])=O)[CH:32]=[CH:33][C:34]=1[S:35]([CH3:38])(=[O:37])=[O:36].[NH2:49][C:50]1[CH:55]=[N:54][C:53]([Br:56])=[CH:52][N:51]=1.N1C=CC=CC=1>C(Cl)Cl>[Br:56][C:53]1[N:54]=[CH:55][C:50]([NH:49][C:40](=[O:42])[C@@H:39]([C:31]2[CH:32]=[CH:33][C:34]([S:35]([CH3:38])(=[O:36])=[O:37])=[C:29]([Cl:28])[CH:30]=2)[CH2:43][CH:44]2[CH2:48][CH2:47][CH2:46][CH2:45]2)=[N:51][CH:52]=1. Reported procedure: A stirred solution of triphenylphosphine (8.57 g, 32.6 mmol) in anhydrous methylene chloride (110 mL) under nitrogen at 0° C. was treated with N-bromosuccinimide (5.80 g, 32.6 mmol). After 15 min, 2(R)-(3-chloro-4-methanesulfonyl-phenyl)-3-cyclopentyl-propionic acid (prepared as in Example 1, 9.00 g, 27.2 mmol) was added to the reaction. The mixture was allowed to warm to 25° C. After stirring at 25° C. for 10 min, the reaction was treated with 2-amino-5-bromopyrazine (7.92 g, 45.6 mmol) followe... Reactants: COC(=O)c1nc(-c2ccc3c(c2)N(C(=O)OC(C)(C)C)CCC3)ccc1OS(=O)(=O)C(F)(F)F, ClCCl, O=C(O)C(F)(F)F. Yields the product COC(=O)c1nc(-c2ccc3c(c2)NCCC3)ccc1OS(=O)(=O)C(F)(F)F. RXN SMILES: [CH3:8][O:9][C:10](=[O:11])[c:12]1[c:13]([O:35][S:36](=[O:37])(=[O:38])[C:39]([F:40])([F:41])[F:42])[cH:14][cH:15][c:16](-[c:18]2[cH:19][cH:20][c:21]3[c:26]([cH:27]2)[N:25]([C:28]([O:29][C:30]([CH3:31])([CH3:32])[CH3:33])=[O:34])[CH2:24][CH2:23][CH2:22]3)[n:17]1.[Cl:43][CH2:44][Cl:45].[OH:1][C:2]([C:3]([F:4])([F:5])[F:6])=[O:7]>>[CH3:8][O:9][C:10](=[O:11])[c:12]1[c:13]([O:35][S:36](=[O:37])(=[O:38])[C:39]([F:40])([F:41])[F:42])[cH:14][cH:15][c:16](-[c:18]2[cH:19][cH:20][c:21]3[c:26]([cH:27]2)[NH:25][CH2:24][CH2:23][CH2:22]3)[n:17]1. Reactants: CN(C)C=O, COc1ccc(CNc2nc(Cl)ncc2C(=O)c2cc(OC)c(OC)c(OC)c2)cc1Cl, N#C[K], O, OC1CCNCC1, Cl[Pd]Cl, c1ccc(P(c2ccccc2)c2ccccc2)cc1. Product: COc1ccc(CNc2nc(C#N)ncc2C(=O)c2cc(OC)c(OC)c(OC)c2)cc1Cl. Reaction SMILES: [CH3:44][N:45]([CH3:46])[CH:47]=[O:48].[Cl:1][c:2]1[n:3][cH:4][c:5]([C:19](=[O:20])[c:21]2[cH:22][c:23]([O:31][CH3:32])[c:24]([O:29][CH3:30])[c:25]([O:27][CH3:28])[cH:26]2)[c:6]([NH:8][CH2:9][c:10]2[cH:11][c:12]([Cl:18])[c:13]([O:16][CH3:17])[cH:14][cH:15]2)[n:7]1.[K:33][C:34]#[N:35].[OH2:43].[OH:36][CH:37]1[CH2:38][CH2:39][NH:40][CH2:41][CH2:42]1.[Pd:68]([Cl:69])[Cl:70].[c:49]1([P:50]([c:51]2[cH:52][cH:53][cH:54][cH:55][cH:56]2)[c:57]2[cH:58][cH:59][cH:60][cH:61][cH:62]2)[cH:63][cH:64][cH:65][cH:66][cH:67]1>>[c:2]1([C:34]#[N:35])[n:3][cH:4][c:5]([C:19](=[O:20])[c:21]2[cH:22][c:23]([O:31][CH3:32])[c:24]([O:29][CH3:30])[c:25]([O:27][CH3:28])[cH:26]2)[c:6]([NH:8][CH2:9][c:10]2[cH:11][c:12]([Cl:18])[c:13]([O:16][CH3:17])[cH:14][cH:15]2)[n:7]1. Starting materials: FCCOC1=CC=C(CO)C=C1 (4-(2-fluoroethoxy)benzyl alcohol), [OH-].[Na+] (sodium hydroxide), ClC1=CC=C(CCl)C=C1 (4-chlorobenzyl chloride), aqueous solution. The reagents and catalysts are [Br-].C(C)[N+](CC1=CC=CC=C1)(CC)CC (triethylbenzylammonium bromide). Run in O (water). Reaction conditions: temperature 50 celsius, time 4 hour. The product is ClC1=CC=C(COCC2=CC=C(C=C2)OCCF)C=C1 (4-(2-fluoroethoxy)benzyl 4-chlorobenzyl ether). Yield: 89.6%. RXN SMILES: [F:1][CH2:2][CH2:3][O:4][C:5]1[CH:12]=[CH:11][C:8]([CH2:9][OH:10])=[CH:7][CH:6]=1.[Cl:13][C:14]1[CH:21]=[CH:20][C:17]([CH2:18]Cl)=[CH:16][CH:15]=1.[OH-].[Na+]>[Br-].C([N+](CC)(CC)CC1C=CC=CC=1)C.O>[Cl:13][C:14]1[CH:21]=[CH:20][C:17]([CH2:18][O:10][CH2:9][C:8]2[CH:11]=[CH:12][C:5]([O:4][CH2:3][CH2:2][F:1])=[CH:6][CH:7]=2)=[CH:16][CH:15]=1 |f:2.3,4.5|. Reported procedure: A mixture consisting of 5.3 g of 4-(2-fluoroethoxy)benzyl alcohol, 5.0 g of 4-chlorobenzyl chloride, 0.5 g of triethylbenzylammonium bromide and 20 g of a 50% aqueous solution of sodium hydroxide was stirred at 50° C. for 4 hours. The reaction mixture was cooled to room temperature, poured into water, and extracted with toluene. The toluene layer was washed with water, and dried over anhydrous sodium sulfate. Toluene was evaporated under reduced pressure. The resulting crude ether was purified b... Starting materials: CCOc1ccc(Oc2ccc(CCl)cc2)cc1, Cc1nc2cccc(Cl)c2[nH]1, [H-], [Na+], O. The product is CCOc1ccc(Oc2ccc(Cn3c(C)nc4c(Cl)cccc43)cc2)cc1. As a reaction SMILES: [CH2:14]([CH3:15])[O:16][c:17]1[cH:18][cH:19][c:20]([O:21][c:22]2[cH:23][cH:24][c:25]([CH2:26][Cl:27])[cH:28][cH:29]2)[cH:30][cH:31]1.[Cl:3][c:4]1[cH:5][cH:6][cH:7][c:8]2[n:9][c:10]([CH3:13])[nH:11][c:12]12.[H-:1].[Na+:2].[OH2:32]>>[Cl:3][c:4]1[cH:5][cH:6][cH:7][c:8]2[n:9]([CH2:26][c:25]3[cH:24][cH:23][c:22]([O:21][c:20]4[cH:19][cH:18][c:17]([O:16][CH2:14][CH3:15])[cH:31][cH:30]4)[cH:29][cH:28]3)[c:10]([CH3:13])[n:11][c:12]12.